The task is: describe an organic reaction: reactants, conditions, products, and yield. This data is from the Open Reaction Database (ORD), a public repository of structured organic reaction records. Reactants: C(#N)C1=C(C=CC=C1)C1=C(C=C(C=C1)C(=O)OCC)OC (ethyl 2′-cyano-2-methoxybiphenyl-4-carboxylate), [BH4-].[Li+] (lithium borohydride), C(C)(=O)OCC (ethyl acetate), [Cl-].[NH4+] (ammonium chloride). The solvent is O1CCCC1 (tetrahydrofuran). Conditions: time 15 hour. The product is C(#N)C1=C(C=CC=C1)C1=C(C=C(C=C1)CC(C(=O)OCC)C(CCC)=O)OC (ethyl 2-[(2′-cyano-2-methoxybiphenyl-4-yl)methyl]-3-oxohexanoate). Isolated yield 85.0%. RXN SMILES: [C:1]([C:3]1[CH:8]=[CH:7][CH:6]=[CH:5][C:4]=1[C:9]1[CH:14]=[CH:13][C:12]([C:15](OCC)=O)=[CH:11][C:10]=1[O:20][CH3:21])#[N:2].[BH4-].[Li+].[C:24]([O:27][CH2:28][CH3:29])(=[O:26])[CH3:25].[Cl-].[NH4+]>O1CCCC1>[C:1]([C:3]1[CH:8]=[CH:7][CH:6]=[CH:5][C:4]=1[C:9]1[CH:14]=[CH:13][C:12]([CH2:15][CH:25]([C:10](=[O:20])[CH2:9][CH2:4][CH3:3])[C:24]([O:27][CH2:28][CH3:29])=[O:26])=[CH:11][C:10]=1[O:20][CH3:21])#[N:2] |f:1.2,4.5|. Procedure: To a solution of ethyl 2′-cyano-2-methoxybiphenyl-4-carboxylate (0.28 g) in tetrahydrofuran (10 mL) was added lithium borohydride (0.22 g), and the mixture was stirred at room temperature for 15 hr. To the reaction mixture were added ethyl acetate and saturated aqueous ammonium chloride solution, and the mixture was extracted with ethyl acetate. The organic layer was washed with water and saturated brine, dried over anhydrous magnesium sulfate, and concentrated. The residue was dissolved in tolu... The reactants are CN(C)C=O (DMF), solution, BrC1=CC=C(CC2OC(OC2)(C)C)C=C1 (4-(4-bromo-benzyl)-2,2-dimethyl-[1,3]dioxolane). Solvent: C(C)OCC (diethyl ether), hexanes, C1CCOC1 (THF). Conditions: time 30 minute. Product: CC1(OCC(O1)CC1=CC=C(C=O)C=C1)C (4-(2,2-dimethyl-[1,3]dioxolan-4-ylmethyl)-benzaldehyde). Reaction SMILES: Br[C:2]1[CH:15]=[CH:14][C:5]([CH2:6][CH:7]2[CH2:11][O:10][C:9]([CH3:13])([CH3:12])[O:8]2)=[CH:4][CH:3]=1.CN([CH:19]=[O:20])C>C1COCC1.C(OCC)C>[CH3:12][C:9]1([CH3:13])[O:8][CH:7]([CH2:6][C:5]2[CH:14]=[CH:15][C:2]([CH:19]=[O:20])=[CH:3][CH:4]=2)[CH2:11][O:10]1. Reported procedure: At −78° C. buthyllithium (3.98 mL, 6.37 mmol, 1.6 M solution in hexanes) is added to a solution of 4-(4-bromo-benzyl)-2,2-dimethyl-[1,3]dioxolane (1.57 g, 5.79 mmol) in THF (50 mL). The reaction mixture is stirred at −78° C. for 2 h before DMF is slowly added (2.12 g, 28.95 mmol). Stirring is continued for 30 min at −78° C., then at rt for 1 h. The mixture is diluted with diethyl ether (200 mL) and washed with sat. aq. NaHCO3 and water. The organic layer is dried over MgSO4 and evaporated to lea... The reactants are C1CCOC1, CCCN=C(NCCC)c1cc(Cl)ccc1[N+](=O)[O-], [H][H]. The product is CCCN=C(NCCC)c1cc(Cl)ccc1N. As a reaction SMILES: [CH2:22]1[O:23][CH2:24][CH2:25][CH2:26]1.[Cl:1][c:2]1[cH:3][cH:4][c:5]([N+:17]([O-:18])=[O:19])[c:6]([C:7](=[N:8][CH2:9][CH2:10][CH3:11])[NH:12][CH2:13][CH2:14][CH3:15])[cH:16]1.[H:20][H:21]>>[Cl:1][c:2]1[cH:3][cH:4][c:5]([NH2:17])[c:6]([C:7](=[N:8][CH2:9][CH2:10][CH3:11])[NH:12][CH2:13][CH2:14][CH3:15])[cH:16]1. Reaction SMILES: [BH4-:33].[C:35](=[O:36])([O-:37])[OH:38].[Cl:1][c:2]1[cH:3][cH:4][c:5]([N+:30]([O-:31])=[O:32])[c:6]([NH:8][c:9]2[c:10]([Cl:29])[cH:11][c:12]([O:27][CH3:28])[c:13]([O:15][CH2:16][c:17]3[c:18]([F:26])[c:19]([F:25])[cH:20][cH:21][c:22]3[O:23][CH3:24])[cH:14]2)[n:7]1.[Na+:34].[Na+:39].[Ni:45]([Br:46])[Br:47].[O:40]1[CH2:41][CH2:42][CH2:43][CH2:44]1>>[Cl:1][c:2]1[cH:3][cH:4][c:5]([NH2:30])[c:6]([NH:8][c:9]2[c:10]([Cl:29])[cH:11][c:12]([O:27][CH3:28])[c:13]([O:15][CH2:16][c:17]3[c:18]([F:26])[c:19]([F:25])[cH:20][cH:21][c:22]3[O:23][CH3:24])[cH:14]2)[n:7]1. Reactants: [BH4-], O=C([O-])O, COc1cc(Cl)c(Nc2nc(Cl)ccc2[N+](=O)[O-])cc1OCc1c(OC)ccc(F)c1F, [Na+], [Na+], Br[Ni]Br, C1CCOC1. Yields the product COc1cc(Cl)c(Nc2nc(Cl)ccc2N)cc1OCc1c(OC)ccc(F)c1F.